From a dataset of the Open Reaction Database (ORD), a public repository of structured organic reaction records. describe an organic reaction: reactants, conditions, products, and yield The reactants are NC=1C=C2C(=CNC2=CC1)C1CCN(CC1)C (5-amino-3-(1-methylpiperidin-4-yl)-1H-indole), C(C)(=O)C1=CC=C(C(=O)O)C=C1 (4-(acetyl)benzoic acid). Yields the product C(C)(=O)C1=CC=C(C(=O)NC=2C=C3C(=CNC3=CC2)C2CCN(CC2)C)C=C1 (5-(4-(acetyl)benzoyl)amino-3-(1-methylpiperidin-4-yl)-1H-indole). Isolated yield 50.5%. Reaction SMILES: [NH2:1][C:2]1[CH:3]=[C:4]2[C:8](=[CH:9][CH:10]=1)[NH:7][CH:6]=[C:5]2[CH:11]1[CH2:16][CH2:15][N:14]([CH3:17])[CH2:13][CH2:12]1.[C:18]([C:21]1[CH:29]=[CH:28][C:24]([C:25](O)=[O:26])=[CH:23][CH:22]=1)(=[O:20])[CH3:19]>>[C:18]([C:21]1[CH:29]=[CH:28][C:24]([C:25]([NH:1][C:2]2[CH:3]=[C:4]3[C:8](=[CH:9][CH:10]=2)[NH:7][CH:6]=[C:5]3[CH:11]2[CH2:16][CH2:15][N:14]([CH3:17])[CH2:13][CH2:12]2)=[O:26])=[CH:23][CH:22]=1)(=[O:20])[CH3:19]. Procedure details: Beginning with 20.0 mg (0.087 mMol) 5-amino-3-(1-methylpiperidin-4-yl)-1H-indole and 44.0 mg (0.131 mMol) 4-(acetyl)benzoic acid, 16.5 mg (50.5%) of the title compound were recovered. The reactants are ClC1=CC=C(C(=C1C(=O)O)F)NS(=O)(=O)CCC (6-Chloro-2-fluoro-3-(propylsulfonamido)benzoic acid), [H][H] (hydrogen). Reagents/catalysts: [OH-].[OH-].[Pd+2] (Pearlman's catalyst). Run in CO (methanol). Product: FC1=C(C(=O)O)C=CC=C1NS(=O)(=O)CCC (2-fluoro-3-(propylsulfonamido)benzoic acid). Reaction SMILES: Cl[C:2]1[C:7]([C:8]([OH:10])=[O:9])=[C:6]([F:11])[C:5]([NH:12][S:13]([CH2:16][CH2:17][CH3:18])(=[O:15])=[O:14])=[CH:4][CH:3]=1.[H][H]>CO.[OH-].[OH-].[Pd+2]>[F:11][C:6]1[C:5]([NH:12][S:13]([CH2:16][CH2:17][CH3:18])(=[O:15])=[O:14])=[CH:4][CH:3]=[CH:2][C:7]=1[C:8]([OH:10])=[O:9] |f:3.4.5|. Procedure: 6-Chloro-2-fluoro-3-(propylsulfonamido)benzoic acid (0.5 g, 1.69 mmol) was dissolved in methanol (15 mL), and Pearlman's catalyst (one weight equivalent, 0.5 g, 20% Pd(OH)2 on carbon, 50% by weight water) was added. This mixture was subjected to a balloon of hydrogen for 3 hours and then filtered through GF/F filter paper. The filtrate was concentrated to 2-fluoro-3-(propylsulfonamido)benzoic acid (396 mg, 90%) as a solid. MS (M−H+) 262. NMR (DMSO-d6, 400 MHz) δ 13.36 (s, 1H), 9.76 (s, 1H), 7.58... Reactants: CCOC(C)=O, CN(C)C=O, [Cl-], O=C1CCCc2cc(OS(=O)(=O)C(F)(F)F)ccc21, [Li+], CCCC[Sn](CCCC)(CCCC)c1ccccn1. The product is O=C1CCCc2cc(-c3ccccn3)ccc21. As a reaction SMILES: [CH3:41][CH2:42][O:43][C:44](=[O:45])[CH3:46].[CH3:47][N:48]([CH3:49])[CH:50]=[O:51].[Cl-:40].[F:1][C:2]([F:3])([F:4])[S:5]([O:6][c:7]1[cH:8][c:9]2[c:14]([cH:15][cH:16]1)[C:13](=[O:17])[CH2:12][CH2:11][CH2:10]2)(=[O:18])=[O:19].[Li+:39].[n:20]1[c:21]([Sn:26]([CH2:27][CH2:28][CH2:29][CH3:30])([CH2:31][CH2:32][CH2:33][CH3:34])[CH2:35][CH2:36][CH2:37][CH3:38])[cH:22][cH:23][cH:24][cH:25]1>>[c:7]1(-[c:21]2[n:20][cH:25][cH:24][cH:23][cH:22]2)[cH:8][c:9]2[c:14]([cH:15][cH:16]1)[C:13](=[O:17])[CH2:12][CH2:11][CH2:10]2. Reactants: COC=1C=C(C=CC1OC)CC[N+](=O)[O-] (2-(3,4-dimethoxyphenyl)-1-nitroethane), ICCC(CCC1=CC=CC=C1)=O (1-iodo-5-phenyl-3-pentanone). Run in O1CCCC1 (tetrahydrofuran), O1CCCC1 (tetrahydrofuran). Reaction conditions: time 10 minute. Product: COC=1C=C(C=CC1OC)CC(CCC(CCC1=CC=CC=C1)=O)[N+](=O)[O-] (1-(3',4'-dimethoxyphenyl)-7-phenyl-2-nitro-5-heptanone). Yield: 113.2%. As a reaction SMILES: [CH3:1][O:2][C:3]1[CH:4]=[C:5]([CH2:11][CH2:12][N+:13]([O-:15])=[O:14])[CH:6]=[CH:7][C:8]=1[O:9][CH3:10].I[CH2:17][CH2:18][C:19](=[O:28])[CH2:20][CH2:21][C:22]1[CH:27]=[CH:26][CH:25]=[CH:24][CH:23]=1>O1CCCC1>[CH3:1][O:2][C:3]1[CH:4]=[C:5]([CH2:11][CH:12]([N+:13]([O-:15])=[O:14])[CH2:17][CH2:18][C:19](=[O:28])[CH2:20][CH2:21][C:22]2[CH:27]=[CH:26][CH:25]=[CH:24][CH:23]=2)[CH:6]=[CH:7][C:8]=1[O:9][CH3:10]. Reported procedure: To a solution of 36 g (0.17 mole) of 2-(3,4-dimethoxyphenyl)-1-nitroethane in 300 mL of dry tetrahydrofuran was added 71 g (0.17 mole) of 40% Triton B. The solution was stirred at room temperature for 10 min. 55.3 g (0.19 mole) of 1-iodo-5-phenyl-3-pentanone in a minimum amount of dry tetrahydrofuran was added dropwise. The mixture was stirred at room temperature for 30 min, at 50° C. for 3 hr., then allowed to stir at room temperature overnight. Solvent was removed in vacuo and the residue take... The reactants are CCCCCCCN(CCc1ccc(CC(OCC)C(=O)OC)cc1)C(=O)N(C)c1ccccc1, [Li+], C1CCOC1, [OH-]. The product is CCCCCCCN(CCc1ccc(CC(OCC)C(=O)O)cc1)C(=O)N(C)c1ccccc1. As a reaction SMILES: [CH3:1][O:2][C:3]([CH:4]([CH2:5][c:6]1[cH:7][cH:8][c:9]([CH2:12][CH2:13][N:14]([C:15](=[O:16])[N:17]([c:18]2[cH:19][cH:20][cH:21][cH:22][cH:23]2)[CH3:24])[CH2:25][CH2:26][CH2:27][CH2:28][CH2:29][CH2:30][CH3:31])[cH:10][cH:11]1)[O:32][CH2:33][CH3:34])=[O:35].[Li+:37].[O:38]1[CH2:39][CH2:40][CH2:41][CH2:42]1.[OH-:36]>>[O:2]=[C:3]([CH:4]([CH2:5][c:6]1[cH:7][cH:8][c:9]([CH2:12][CH2:13][N:14]([C:15](=[O:16])[N:17]([c:18]2[cH:19][cH:20][cH:21][cH:22][cH:23]2)[CH3:24])[CH2:25][CH2:26][CH2:27][CH2:28][CH2:29][CH2:30][CH3:31])[cH:10][cH:11]1)[O:32][CH2:33][CH3:34])[OH:35].